From a dataset of the Open Reaction Database (ORD), a public repository of structured organic reaction records. describe an organic reaction: reactants, conditions, products, and yield Starting materials: C(C)(=O)NC1=C2C=CC(=C(C2=CC=C1)OC(C)=O)S(=O)(=O)[O-].[Na+] (sodium 5-acetamido-1-acetoxynaphthalene-2-sulfonate), resinous yellow product, P(=O)(Cl)(Cl)Cl (phosphoryl chloride), CNC=O (methylformamide). Run at time 1 hour. Product: C(C)(=O)NC1=C2C=CC(=C(C2=CC=C1)OC(C)=O)S(=O)(=O)Cl (5-acetamido-1-acetoxynaphthalene-2-sulfonyl chloride). As a reaction SMILES: [C:1]([NH:4][C:5]1[CH:14]=[CH:13][CH:12]=[C:11]2[C:6]=1[CH:7]=[CH:8][C:9]([S:19]([O-:22])(=O)=[O:20])=[C:10]2[O:15][C:16](=[O:18])[CH3:17])(=[O:3])[CH3:2].[Na+].P(Cl)(Cl)([Cl:26])=O.CNC=O>>[C:1]([NH:4][C:5]1[CH:14]=[CH:13][CH:12]=[C:11]2[C:6]=1[CH:7]=[CH:8][C:9]([S:19]([Cl:26])(=[O:22])=[O:20])=[C:10]2[O:15][C:16](=[O:18])[CH3:17])(=[O:3])[CH3:2] |f:0.1|. Reported procedure: The 5-acetamido-1-acetoxynaphthalene-2-sulfonyl chloride was prepared by dropwise treatment of a suspension of dry sodium 5-acetamido-1-acetoxynaphthalene-2-sulfonate in 100 ml. phosphoryl chloride with 5.5 ml. dry methylformamide in a nitrogen atmosphere. The reaction mixture was stirred 1 hour and then poured over 600 ml. of crushed ice. The crude product was filtered and dissolved immediately in 500 ml. chloroform. The solution was treated with activated charcoal and dried over anhydrous magn... Starting materials: BrCC=1SC=CC1 (2-bromomethylthiophene), C(CCC)P(CCCC)CCCC (tributylphosphine). The solvent is C1(=CC=CC=C1)C (toluene). Run at temperature 90 celsius. The product is [Br-].S1C(=CC=C1)C[P+](CCCC)(CCCC)CCCC (2-thienylmethyltributylphosphonium bromide). The yield is 92.3%. Reaction SMILES: [Br:1][CH2:2][C:3]1[S:4][CH:5]=[CH:6][CH:7]=1.[CH2:8]([P:12]([CH2:17][CH2:18][CH2:19][CH3:20])[CH2:13][CH2:14][CH2:15][CH3:16])[CH2:9][CH2:10][CH3:11]>C1(C)C=CC=CC=1>[Br-:1].[S:4]1[CH:5]=[CH:6][CH:7]=[C:3]1[CH2:2][P+:12]([CH2:13][CH2:14][CH2:15][CH3:16])([CH2:17][CH2:18][CH2:19][CH3:20])[CH2:8][CH2:9][CH2:10][CH3:11] |f:3.4|. Reported procedure: 2-bromomethylthiophene (72 g, 0.41 mol) was dissolved into toluene (400 mL). To this solution, tributylphosphine (82 g, 0.41 mol) was added. This mixture was heated to 90° C. overnight. This mixture was cooled to room temperature and the solid was filtered. The solid was washed by ethyl ether (200 mL) to give 142.3 grams, (92.3% yield).